This data is from the Open Reaction Database (ORD), a public repository of structured organic reaction records. The task is: describe an organic reaction: reactants, conditions, products, and yield Starting materials: Cc1cc(C)c(N)c([N+](=O)[O-])c1, CC(=O)O, Cl, N#C[Cu], O=N[O-], [Na+], O. The product is Cc1cc(C)c(Cl)c([N+](=O)[O-])c1. Reaction SMILES: [CH3:1][c:2]1[cH:3][c:4]([N+:10](=[O:11])[O-:12])[c:5]([NH2:6])[c:7]([CH3:9])[cH:8]1.[CH3:21][C:22](=[O:23])[OH:24].[ClH:20].[Cu:17][C:18]#[N:19].[N:13]([O-:14])=[O:15].[Na+:16].[OH2:25]>>[CH3:1][c:2]1[cH:3][c:4]([N+:10](=[O:11])[O-:12])[c:5]([Cl:20])[c:7]([CH3:9])[cH:8]1. Reactants: CCCCCCCCCCCCC (n-tridecane), FC1=CC(C(C1(F)F)(F)F)(F)F (1,3,3,4,4,5,5-heptafluorocyclopentene), CCCCCCCCCCCCC (n-tridecane), FC1=CC(C(C1(F)F)(F)F)(F)F (1,3,3,4,4,5,5-heptafluorocyclopentene), [H][H] (hydrogen). Reagents/catalysts: [Pd] (palladium). Run in 99.9. Conditions: temperature 40 celsius. The product is fluorinated saturated hydrocarbon, FC1(C(C(C(C1)F)(F)F)(F)F)F (1,1,2,2,3,3,4-heptafluorocyclopentane), FC1(C(C(CC1)(F)F)(F)F)F (1,1,2,2,3,3-hexafluorocyclopentane). Reaction SMILES: CCCCCCCCCCCCC.[H][H].[F:16][C:17]1[C:21]([F:23])([F:22])[C:20]([F:25])([F:24])[C:19]([F:27])([F:26])[CH:18]=1>[Pd]>[F:26][C:19]1([F:27])[CH2:18][CH:17]([F:16])[C:21]([F:22])([F:23])[C:20]1([F:24])[F:25].[F:22][C:21]1([F:23])[CH2:17][CH2:18][C:19]([F:27])([F:26])[C:20]1([F:24])[F:25]. Procedure details: One percent by weight of n-tridecane (dielectric constant 2.0), a low-polarity compound, was dissolved in crude 1,3,3,4,4,5,5-heptafluorocyclopentene having a purity of 99.9 GC %. An autoclave having a capacity of 100 ml was charged with a catalyst of activated carbon having supported thereon 5% by weight of powdered palladium. After the deaeration under reduced pressure, n-tridecane-containing 1,3,3,4,4,5,5-heptafluorocyclopentene prepared previously was poured. While the mixture was stirred at... Starting materials: C(C)(C)(C)OC(=O)N(C(OC(C)(C)C)=O)C1=C(C(=CC=C1F)B1OC(C(O1)(C)C)(C)C)C (tert-butyl N-tert-butoxycarbonyl-N-[6-fluoro-2-methyl-3-(4,4,5,5-tetramethyl-1,3,2-dioxaborolan-2-yl)phenyl]carbamate), [OH-].[Na+] (NaOH), Cl (HCl), OO (H2O2). Solvent: C1CCOC1 (THF). Reaction conditions: time 3 hour. The product is C(C)(C)(C)OC(=O)N(C(OC(C)(C)C)=O)C1=C(C(=CC=C1F)O)C (Tert-butyl N-tert-butoxycarbonyl-N-(6-fluoro-3-hydroxy-2-methyl-phenyl)carbamate). Isolated yield 27.6%. As a reaction SMILES: [C:1]([O:5][C:6]([N:8]([C:16]1[C:21]([F:22])=[CH:20][CH:19]=[C:18](B2OC(C)(C)C(C)(C)O2)[C:17]=1[CH3:32])[C:9](=[O:15])[O:10][C:11]([CH3:14])([CH3:13])[CH3:12])=[O:7])([CH3:4])([CH3:3])[CH3:2].[OH-:33].[Na+].OO.Cl>C1COCC1>[C:11]([O:10][C:9]([N:8]([C:16]1[C:21]([F:22])=[CH:20][CH:19]=[C:18]([OH:33])[C:17]=1[CH3:32])[C:6](=[O:7])[O:5][C:1]([CH3:3])([CH3:2])[CH3:4])=[O:15])([CH3:13])([CH3:14])[CH3:12] |f:1.2|. Procedure: To a solution of tert-butyl N-tert-butoxycarbonyl-N-[6-fluoro-2-methyl-3-(4,4,5,5-tetramethyl-1,3,2-dioxaborolan-2-yl)phenyl]carbamate (800 mg, 41.7 mmol, 1.0 eq) in a mixture of THF (10 mL) and NaOH (1M aqueous solution, 5.3 mL, 5.3 mmol, 3.0 eq) at 0° C. was added H2O2 (30% aqueous solution, 603 mg, 5.32 mmol, 3.0 eq). The reaction mixture was stirred at room temperature for 3 h. The resulting mixture was acidified to pH 5-7 by addition of diluted HCl, and extracted with EtOAc. The organic ext...